Dataset: the Open Reaction Database (ORD), a public repository of structured organic reaction records. Task: describe an organic reaction: reactants, conditions, products, and yield Reactants: C(C)(=O)OC1CCCCC=2C1=NC(=C(C2)C(=O)OCC)C (Ethyl 9-acetoxy-2-methyl-6,7,8,9-tetrahydro-5H-cyclohepta[b]pyridine-3-carboxylate), O (water), C(C)(=O)OCC (ethyl acetate), C([O-])([O-])=O.[K+].[K+] (potassium carbonate). Run in C(C)O (ethanol). Run at time 24 hour. Product: OC1CCCCC=2C1=NC(=C(C2)C(=O)OCC)C (Ethyl 9-hydroxy-2-methyl-6,7,8,9-tetrahydro-5H-cyclohepta[b]pyridine-3-carboxylate). The yield is 79.0%. As a reaction SMILES: C([O:4][CH:5]1[C:11]2=[N:12][C:13]([CH3:21])=[C:14]([C:16]([O:18][CH2:19][CH3:20])=[O:17])[CH:15]=[C:10]2[CH2:9][CH2:8][CH2:7][CH2:6]1)(=O)C.C(=O)([O-])[O-].[K+].[K+].O.C(OCC)(=O)C>C(O)C>[OH:4][CH:5]1[C:11]2=[N:12][C:13]([CH3:21])=[C:14]([C:16]([O:18][CH2:19][CH3:20])=[O:17])[CH:15]=[C:10]2[CH2:9][CH2:8][CH2:7][CH2:6]1 |f:1.2.3|. Procedure details: Ethyl 9-acetoxy-2-methyl-6,7,8,9-tetrahydro-5H-cyclohepta[b]pyridine-3-carboxylate (4.90 g, 16.81 mmol) was dissolved in ethanol (30 ml), and the solution was mixed with potassium carbonate (3.29 g) and stirred at from 0° C. to room temperature for 24 hours. There action solution was mixed with water and ethyl acetate, and the thus precipitated crystals were filtered. The resulting filtrate was extracted with ethyl acetate, and the thus obtained organic layer was washed with water and saturated ... The reactants are ClC1=C(N=C(C(=N1)N=CN(C)C)C#N)C1=NN(C(C=C1)=O)C(C)C (N′-[6-chloro-3-cyano-5-(1-isopropyl-6-oxo-1,6-dihydro-3-pyridazinyl)-2-pyrazinyl]-N,N-dimethylimidoformamide), FC1=CC=C(C=C1)B(O)O (4-fluorophenylboronic acid), tetrakistriphenylphosphine palladium, C(=O)([O-])[O-].[Na+].[Na+] (Na2CO3), CCOC(=O)C (EtOAc). The solvent is O1CCOCC1 (dioxane), O (water), O (Water). Run at temperature 90 celsius, time 15 hour. Product: C(#N)C=1C(=NC(=C(N1)C1=NN(C(C=C1)=O)C(C)C)C1=CC=C(C=C1)F)N=CN(C)C (N′-[3-cyano-6-(4-fluorophenyl)-5-(1-isopropyl-6-oxo-1,6-dihydro-3-pyridazinyl)-2-pyrazinyl]-N,N-dimethylimidoformamide). The yield is 103.2%. As a reaction SMILES: Cl[C:2]1[N:7]=[C:6]([N:8]=[CH:9][N:10]([CH3:12])[CH3:11])[C:5]([C:13]#[N:14])=[N:4][C:3]=1[C:15]1[CH:20]=[CH:19][C:18](=[O:21])[N:17]([CH:22]([CH3:24])[CH3:23])[N:16]=1.[F:25][C:26]1[CH:31]=[CH:30][C:29](B(O)O)=[CH:28][CH:27]=1.C([O-])([O-])=O.[Na+].[Na+].CCOC(C)=O>O1CCOCC1.O>[C:13]([C:5]1[C:6]([N:8]=[CH:9][N:10]([CH3:12])[CH3:11])=[N:7][C:2]([C:29]2[CH:30]=[CH:31][C:26]([F:25])=[CH:27][CH:28]=2)=[C:3]([C:15]2[CH:20]=[CH:19][C:18](=[O:21])[N:17]([CH:22]([CH3:24])[CH3:23])[N:16]=2)[N:4]=1)#[N:14] |f:2.3.4|. Procedure: A mixture of N′-[6-chloro-3-cyano-5-(1-isopropyl-6-oxo-1,6-dihydro-3-pyridazinyl)-2-pyrazinyl]-N,N-dimethylimidoformamide (100 mg), 4-fluorophenylboronic acid (122 mg), tetrakistriphenylphosphine palladium (10 mg) and Na2CO3 (123 mg) in dioxane (5 ml) and water (1 ml) was stirred at 90° C. for 15 hours. Water and EtOAc were added to the reaction mixture. The organic layer was separated, and dried over MgSO4. The solvent was removed in vacuo. The residue was purified by silica gel column chromato... Reactants: CC(=O)Oc1c(C)c(C)c(OC(C)=O)c(CC=O)c1C, CCOC(=O)C=P(c1ccccc1)(c1ccccc1)c1ccccc1. Product: CCOC(=O)C=CCc1c(C)c(OC(C)=O)c(C)c(C)c1OC(C)=O. RXN SMILES: [C:1]([CH3:2])(=[O:3])[O:4][c:5]1[c:6]([CH2:18][CH:19]=[O:20])[c:7]([CH3:17])[c:8]([O:13][C:14]([CH3:15])=[O:16])[c:9]([CH3:12])[c:10]1[CH3:11].[C:21](=[O:22])([O:23][CH2:24][CH3:25])[CH:26]=[P:27]([c:28]1[cH:29][cH:30][cH:31][cH:32][cH:33]1)([c:34]1[cH:35][cH:36][cH:37][cH:38][cH:39]1)[c:40]1[cH:41][cH:42][cH:43][cH:44][cH:45]1>>[C:1]([CH3:2])(=[O:3])[O:4][c:5]1[c:6]([CH2:18][CH:19]=[CH:26][C:21](=[O:22])[O:23][CH2:24][CH3:25])[c:7]([CH3:17])[c:8]([O:13][C:14]([CH3:15])=[O:16])[c:9]([CH3:12])[c:10]1[CH3:11]. Reactants: OCc1sc(-c2ccc(C(F)(F)F)cc2)nc1CCCOCc1ccccc1, CN(C)C=O, COc1cc(F)ccc1C#N, [H-], [Na+]. Product: COc1cc(OCc2sc(-c3ccc(C(F)(F)F)cc3)nc2CCCOCc2ccccc2)ccc1C#N. RXN SMILES: [CH2:1]([c:2]1[cH:3][cH:4][cH:5][cH:6][cH:7]1)[O:8][CH2:9][CH2:10][CH2:11][c:12]1[n:13][c:14](-[c:19]2[cH:20][cH:21][c:22]([C:25]([F:26])([F:27])[F:28])[cH:23][cH:24]2)[s:15][c:16]1[CH2:17][OH:18].[CH3:42][N:43]([CH3:44])[CH:45]=[O:46].[F:31][c:32]1[cH:33][c:34]([O:40][CH3:41])[c:35]([C:36]#[N:37])[cH:38][cH:39]1.[H-:29].[Na+:30]>>[CH2:1]([c:2]1[cH:3][cH:4][cH:5][cH:6][cH:7]1)[O:8][CH2:9][CH2:10][CH2:11][c:12]1[n:13][c:14](-[c:19]2[cH:20][cH:21][c:22]([C:25]([F:26])([F:27])[F:28])[cH:23][cH:24]2)[s:15][c:16]1[CH2:17][O:18][c:32]1[cH:33][c:34]([O:40][CH3:41])[c:35]([C:36]#[N:37])[cH:38][cH:39]1. Reaction SMILES: [CH2:1]([CH3:2])[O:3][c:4]1[cH:5][c:6]([CH2:10][S:11][c:12]2[c:13]([CH3:21])[cH:14][c:15]([N+:18]([O-:19])=[O:20])[cH:16][cH:17]2)[n:7][cH:8][cH:9]1.[CH3:22][C:23](=[O:24])[OH:25].[Fe:26]>>[CH2:1]([CH3:2])[O:3][c:4]1[cH:5][c:6]([CH2:10][S:11][c:12]2[c:13]([CH3:21])[cH:14][c:15]([NH2:18])[cH:16][cH:17]2)[n:7][cH:8][cH:9]1. Product: CCOc1ccnc(CSc2ccc(N)cc2C)c1. The reactants are CCOc1ccnc(CSc2ccc([N+](=O)[O-])cc2C)c1, CC(=O)O, [Fe]. Reactants: C(C)OC(=O)C1=CN(C2=CC(=C(C=C2C1=O)F)F)CCF (6,7-Difluoro-1-(2-fluoroethyl)-1,4-dihydro-4-oxo-quinoline-3-carboxylic acid ethyl ester). Run in Cl (hydrochloric acid). Product: FC=1C=C2C(C(=CN(C2=CC1F)CCF)C(=O)O)=O (6,7-Difluoro-1-(2-fluoroethyl)-1,4-dihydro-4-oxo-quinoline-3-carboxylic acid). Isolated yield 86.0%. RXN SMILES: C([O:3][C:4]([C:6]1[C:15](=[O:16])[C:14]2[C:9](=[CH:10][C:11]([F:18])=[C:12]([F:17])[CH:13]=2)[N:8]([CH2:19][CH2:20][F:21])[CH:7]=1)=[O:5])C>Cl>[F:17][C:12]1[CH:13]=[C:14]2[C:9](=[CH:10][C:11]=1[F:18])[N:8]([CH2:19][CH2:20][F:21])[CH:7]=[C:6]([C:4]([OH:5])=[O:3])[C:15]2=[O:16]. Procedure details: 6,7-Difluoro-1-(2-fluoroethyl)-1,4-dihydro-4-oxo-quinoline-3-carboxylic acid ethyl ester (7.74 g, 25.9 mmol) was mixed with aqueous 1N hydrochloric acid solution (300 ml), and heated to reflux for 2 hours. The reaction mixture was cooled, filtered, and the precipitate was washed with water and dried under vacuum to provide the title product as a while solid, m.p. 249°-251° (6.07 g, 22.4 mmol, 86% yield). Starting materials: ClC1=CC=NC2=CC3=C(C=C12)C=CC=C3 (4-chlorobenzo[g]quinoline), C1CCN(CC1)C2=CC=C(C=C2)N (4-(1-piperidino) aniline), bis(1,5-cyclooctadiene)nickel(O), CC(C)([O-])C.[Na+] (sodium t-butoxide). Reagents/catalysts: C1(=CC=CC=C1)P([C-]1C=CC=C1)C1=CC=CC=C1.[C-]1(C=CC=C1)P(C1=CC=CC=C1)C1=CC=CC=C1.[Fe+2] (1,1′-bis(diphenylphosphino)ferrocene). Solvent: C1(=CC=CC=C1)C (toluene). Product: N1(CCCCC1)C1=CC=C(C=C1)NC1=CC=NC2=CC3=C(C=C12)C=CC=C3 (N-[4-(1-piperidinyl)phenyl]benzo[g]quinolin-4-amine). Isolated yield 84.9%. RXN SMILES: Cl[C:2]1[C:11]2[C:6](=[CH:7][C:8]3[CH:15]=[CH:14][CH:13]=[CH:12][C:9]=3[CH:10]=2)[N:5]=[CH:4][CH:3]=1.[CH2:16]1[CH2:21][CH2:20][N:19]([C:22]2[CH:27]=[CH:26][C:25]([NH2:28])=[CH:24][CH:23]=2)[CH2:18][CH2:17]1.CC(C)([O-])C.[Na+]>C1(C)C=CC=CC=1.C1(P(C2C=CC=CC=2)[C-]2C=CC=C2)C=CC=CC=1.[C-]1(P(C2C=CC=CC=2)C2C=CC=CC=2)C=CC=C1.[Fe+2]>[N:19]1([C:22]2[CH:23]=[CH:24][C:25]([NH:28][C:2]3[C:11]4[C:6](=[CH:7][C:8]5[CH:15]=[CH:14][CH:13]=[CH:12][C:9]=5[CH:10]=4)[N:5]=[CH:4][CH:3]=3)=[CH:26][CH:27]=2)[CH2:20][CH2:21][CH2:16][CH2:17][CH2:18]1 |f:2.3,5.6.7|. Procedure details: 4-Chlorobenzo[g]quinoline (7b) (50 mg, 0.23 mmol), 4-(1-piperidino) aniline (50 mg, 1.2 equivalents), bis(1,5-cyclooctadiene)nickel(O) (Ni(COD)2 1.5 mg, 0.02 equivalents), 1,1′-bis(diphenylphosphino)ferrocene (DPPF, 5 mg, 0.04 equivalents) and sodium t-butoxide (31 mg, 1.4 equiv) in 2.5 mL of dry toluene were refluxed under a 5 nitrogen atmosphere until observed complete by TLC. The mixture was concentrated in vacuo and purified by flash chromatography (gradient: 50:50:2 to 60:40:2 hexane: EtOAc... The reactants are NC1=CC=C2C(=N1)C(=CN2)C2CCN(CC2)C (5-amino-3-(1-methylpiperidin-4-yl)pyrrolo[3,2-b]pyridine), C1(CCCC1)C(=O)Cl (cyclopentanecarbonyl chloride). Product: C1(CCCC1)C(=O)NC1=CC=C2C(=N1)C(=CN2)C2CCN(CC2)C (5-(N-[cyclopentanecarbonyl]amino)-3-(1-methylpiperidin-4-yl)pyrrolo[3,2-b]pyridine). The yield is 83.6%. As a reaction SMILES: [NH2:1][C:2]1[N:7]=[C:6]2[C:8]([CH:11]3[CH2:16][CH2:15][N:14]([CH3:17])[CH2:13][CH2:12]3)=[CH:9][NH:10][C:5]2=[CH:4][CH:3]=1.[CH:18]1([C:23](Cl)=[O:24])[CH2:22][CH2:21][CH2:20][CH2:19]1>>[CH:18]1([C:23]([NH:1][C:2]2[N:7]=[C:6]3[C:8]([CH:11]4[CH2:16][CH2:15][N:14]([CH3:17])[CH2:13][CH2:12]4)=[CH:9][NH:10][C:5]3=[CH:4][CH:3]=2)=[O:24])[CH2:22][CH2:21][CH2:20][CH2:19]1. Procedure details: Beginning with 0.080 gm (0.348 mMol) 5-amino-3-(1-methylpiperidin-4-yl)pyrrolo[3,2-b]pyridine and 0.093 mL (0.766 mMol) cyclopentanecarbonyl chloride, 0.095 gm (84%) of the title compound was recovered as an amorphous solid essentially by the procedure described in Example 4. Reactants: CN(C)CCCNc1ccc(C=O)c2sc3ccccc3c(=O)c12, O=CO, NC=O, [Na+], [OH-], O. Yields the product CN(C)CCCNc1ccc(CNC=O)c2sc3ccccc3c(=O)c12. As a reaction SMILES: [CH3:1][N:2]([CH2:3][CH2:4][CH2:5][NH:6][c:7]1[cH:8][cH:9][c:10]([CH:22]=[O:23])[c:11]2[s:12][c:13]3[cH:14][cH:15][cH:16][cH:17][c:18]3[c:19](=[O:21])[c:20]12)[CH3:24].[CH:25]([OH:26])=[O:27].[CH:30](=[O:31])[NH2:32].[Na+:29].[OH-:28].[OH2:33]>>[CH3:1][N:2]([CH2:3][CH2:4][CH2:5][NH:6][c:7]1[cH:8][cH:9][c:10]([CH2:22][NH:32][CH:30]=[O:31])[c:11]2[s:12][c:13]3[cH:14][cH:15][cH:16][cH:17][c:18]3[c:19](=[O:21])[c:20]12)[CH3:24].